Dataset: the Open Reaction Database (ORD), a public repository of structured organic reaction records. Task: describe an organic reaction: reactants, conditions, products, and yield Starting materials: C(CCCCCC)(=O)NN (heptanohydrazide), C(C)(=O)OC=1C=C2C=CC(=CC2=CC1)C(=O)Cl (6-acetoxy-2-naphthoyl chloride), O1CCOCC1 (dioxane), N1=CC=CC=C1 (pyridine). Solvent: O (water). Run at temperature 80 celsius. The product is C(CCCCCC)(=O)NNC(=O)C1=CC2=CC=C(C=C2C=C1)OC(C)=O (N-heptanoyl-N'-(6-acetoxy-2-naphthoyl)hydrazine). Yield: 73.8%. RXN SMILES: [C:1]([NH:9][NH2:10])(=[O:8])[CH2:2][CH2:3][CH2:4][CH2:5][CH2:6][CH3:7].[C:11]([O:14][C:15]1[CH:16]=[C:17]2[C:22](=[CH:23][CH:24]=1)[CH:21]=[C:20]([C:25](Cl)=[O:26])[CH:19]=[CH:18]2)(=[O:13])[CH3:12].O1CCOCC1.N1C=CC=CC=1>O>[C:1]([NH:9][NH:10][C:25]([C:20]1[CH:19]=[CH:18][C:17]2[C:22](=[CH:23][CH:24]=[C:15]([O:14][C:11](=[O:13])[CH3:12])[CH:16]=2)[CH:21]=1)=[O:26])(=[O:8])[CH2:2][CH2:3][CH2:4][CH2:5][CH2:6][CH3:7]. Procedure details: In a 200 ml-three-necked flask, 1.77 g (12.3 mM) of heptanohydrazide, 3,23 g (13.0 mM) of 6-acetoxy-2-naphthoyl chloride prepared in the same manner as in Example 3 and 90 ml of dioxane were placed and heated to about 80° C. To the mixture, 5.0 ml of pyridine was added at about 80° C. under stirring, followed by heating to 90°-92° C. and stirring for 1 hour at 90°-92° C. After the reaction, the reaction mixture was cooled on an iced water bath and poured into 350 ml of iced water to precipitate ...